From a dataset of the Open Reaction Database (ORD), a public repository of structured organic reaction records. describe an organic reaction: reactants, conditions, products, and yield The reactants are C(C)(=O)OC(C)=O (acetic anhydride), C(=O)O (formic acid), Br.C(CC)N(C1CC2=CC=C(C(=C2CC1)N)O)CCC (2-dipropylamino-5-amino-6-hydroxy-1,2,3,4-tetrahydronaphthalene hydrobromide). Run in C(C)OCC (diethyl ether). Conditions: temperature 0 celsius, time 15 minute. The product is Br.C(CC)N(C1CC2=CC=C(C(=C2CC1)NC=O)O)CCC (2-dipropylamino-5-formylamino-6-hydroxy-1,2,3,4-tetrahydronaphthalene hydrobromide). RXN SMILES: [C:1](OC(=O)C)(=[O:3])C.C(O)=O.[BrH:11].[CH2:12]([N:15]([CH2:28][CH2:29][CH3:30])[CH:16]1[CH2:25][CH2:24][C:23]2[C:18](=[CH:19][CH:20]=[C:21]([OH:27])[C:22]=2[NH2:26])[CH2:17]1)[CH2:13][CH3:14]>C(OCC)C>[BrH:11].[CH2:28]([N:15]([CH2:12][CH2:13][CH3:14])[CH:16]1[CH2:25][CH2:24][C:23]2[C:18](=[CH:19][CH:20]=[C:21]([OH:27])[C:22]=2[NH:26][CH:1]=[O:3])[CH2:17]1)[CH2:29][CH3:30] |f:2.3,5.6|. Procedure details: 0.42 ml of acetic anhydride is added all at once to 2 ml of 98% formic acid, kept at 0° C., and the mixture is left at 0° C. for 15 minutes. Then, still using an ice-bath, 1.34 g of 2-dipropylamino-5-amino-6-hydroxy-1,2,3,4-tetrahydronaphthalene hydrobromide are introduced therein with a spatula and the whole is stirred for one hour at 0° C. After 50 ml of diethyl ether have been added and the solid has been filtered off, the latter is recrystallised from a 50/50 methanol/ethyl acetate mixture. ... Reactants: CCCC[N+](CCCC)(CCCC)CCCC, BrCc1ccccc1OCc1ccccc1, Cl, [I-], [Na+], [Na+], O, O=S([O-])[O-]. Yields the product O=S(=O)(O)Cc1ccccc1OCc1ccccc1. Reaction SMILES: [CH2:25]([N+:26]([CH2:27][CH2:28][CH2:29][CH3:30])([CH2:31][CH2:32][CH2:33][CH3:34])[CH2:35][CH2:36][CH2:37][CH3:38])[CH2:39][CH2:40][CH3:41].[CH2:7]([c:8]1[cH:9][cH:10][cH:11][cH:12][cH:13]1)[O:14][c:15]1[c:16]([CH2:21][Br:22])[cH:17][cH:18][cH:19][cH:20]1.[ClH:23].[I-:24].[Na+:5].[Na+:6].[OH2:42].[S:1](=[O:2])([O-:3])[O-:4]>>[S:1](=[O:2])(=[O:3])([OH:4])[CH2:21][c:16]1[c:15]([O:14][CH2:7][c:8]2[cH:9][cH:10][cH:11][cH:12][cH:13]2)[cH:20][cH:19][cH:18][cH:17]1. Reactants: P(=O)([O-])([O-])[O-].[Ca+2].P(=O)([O-])([O-])[O-].[Ca+2].[Ca+2] (calcium phosphate). Solvent: [NH4+] (ammonium). Yields the product [O-]P(=O)=O.[O-]P(=O)=O.[Ca+2] (calcium metaphosphate). Reaction SMILES: [P:1]([O-])([O-:4])([O-:3])=[O:2].[Ca+2:6].[P:7]([O-])([O-:10])([O-:9])=[O:8].[Ca+2].[Ca+2]>[NH4+]>[O-:4][P:1](=[O:3])=[O:2].[O-:10][P:7](=[O:9])=[O:8].[Ca+2:6] |f:0.1.2.3.4,6.7.8|. Reported procedure: A fertilizer rich in calcium metaphosphate is produced by reacting phosphorite or other calcium phosphate-bearing mineral, with ammonium bisulphate to produce a precipitate of calcium sulphate and an aqueous solution rich in ammonium mono- and biphosphates. The latter is then heated in a furnace in the presence of further calcium phosphate-bearing mineral, to produce calcium metaphosphate. The calcium sulphate can be converted to calcium carbonate by reaction with ammonium carbonate, to produce ... Starting materials: BrC1=NC(=NC=C1)C1CC1 (4-bromo-2-cyclopropylpyrimidine), O1BOBOB1 (boroxine), B(O)O (boronic acid), anhydride. Yields the product C1(CC1)C1=NC=CC(=N1)B(O)O (2-Cyclopropylpyrimidine-4-boronic acid). The yield is 90.0%. RXN SMILES: Br[C:2]1[CH:7]=[CH:6][N:5]=[C:4]([CH:8]2[CH2:10][CH2:9]2)[N:3]=1.[BH:11]([OH:13])[OH:12].O1BOBOB1>>[CH:8]1([C:4]2[N:3]=[C:2]([B:11]([OH:13])[OH:12])[CH:7]=[CH:6][N:5]=2)[CH2:10][CH2:9]1. Procedure: The title compound was prepared from 4-bromo-2-cyclopropylpyrimidine (WO 00/066566) in 90% yield (25 mmol scale) following the procedure by Li et al. (J. Org. Chem. 2002, 67, 5394-5397). LC-MS suggested that the product was composed of the boronic acid and the trimeric anhydride (sym-boroxine). Reactants: CC#N, CCOC(C)=O, Cl, COC(=O)c1cncc(OC(=O)Oc2ccc([N+](=O)[O-])cc2)c1, NC(=O)Nc1cccc(CCC2CCNCC2)c1. Product: COC(=O)c1cncc(OC(=O)N2CCC(CCc3cccc(NC(N)=O)c3)CC2)c1. As a reaction SMILES: [CH3:24][C:25]#[N:26].[CH3:46][CH2:47][O:48][C:49]([CH3:50])=[O:51].[ClH:27].[N+:1]([c:2]1[cH:3][cH:4][c:5]([O:6][C:9](=[O:10])[O:11][c:12]2[cH:13][n:14][cH:15][c:16]([C:17](=[O:18])[O:19][CH3:20])[cH:21]2)[cH:7][cH:8]1)([O-:22])=[O:23].[NH:28]1[CH2:29][CH2:30][CH:31]([CH2:34][CH2:35][c:36]2[cH:37][c:38]([NH:42][C:43](=[O:44])[NH2:45])[cH:39][cH:40][cH:41]2)[CH2:32][CH2:33]1>>[C:9](=[O:10])([O:11][c:12]1[cH:13][n:14][cH:15][c:16]([C:17](=[O:18])[O:19][CH3:20])[cH:21]1)[N:28]1[CH2:29][CH2:30][CH:31]([CH2:34][CH2:35][c:36]2[cH:37][c:38]([NH:42][C:43](=[O:44])[NH2:45])[cH:39][cH:40][cH:41]2)[CH2:32][CH2:33]1. Starting materials: C1CCNCC1, Cc1ccc(C=O)cc1, CC(=O)O, O, N#CCS(=O)(=O)c1ccccc1, c1ccccc1. Yields the product Cc1ccc(C=C(C#N)S(=O)(=O)c2ccccc2)cc1. RXN SMILES: [CH2:23]1[CH2:24][CH2:25][NH:26][CH2:27][CH2:28]1.[CH3:1][c:2]1[cH:3][cH:4][c:5]([CH:6]=[O:7])[cH:8][cH:9]1.[CH3:35][C:36](=[O:37])[OH:38].[OH2:10].[c:11]1([S:17](=[O:18])(=[O:19])[CH2:20][C:21]#[N:22])[cH:12][cH:13][cH:14][cH:15][cH:16]1.[cH:29]1[cH:30][cH:31][cH:32][cH:33][cH:34]1>>[CH3:1][c:2]1[cH:3][cH:4][c:5]([CH:6]=[C:20]([S:17]([c:11]2[cH:12][cH:13][cH:14][cH:15][cH:16]2)(=[O:18])=[O:19])[C:21]#[N:22])[cH:8][cH:9]1. Starting materials: [OH-].[K+] (potassium hydroxide), O.NN (hydrazine hydrate), O (water), C1(=CC=CC=C1)N1C(C(C2=CC=CC=C12)=O)=O (1-phenyl-1H-indole-2,3-dione), C(CO)O (ethylene glycol). The product is CC=1C=C2CC(N(C2=CC1)C1=CC=CC=C1)=O (5-methyl-1-phenyl-1H-indol-2-one). Reaction SMILES: [C:1]1([N:7]2[C:15]3[C:10](=[CH:11][CH:12]=[CH:13][CH:14]=3)[C:9](=O)[C:8]2=[O:17])[CH:6]=[CH:5][CH:4]=[CH:3][CH:2]=1.[OH-].[K+].O.NN.O.[CH2:24](O)CO>>[CH3:24][C:12]1[CH:11]=[C:10]2[C:15](=[CH:14][CH:13]=1)[N:7]([C:1]1[CH:6]=[CH:5][CH:4]=[CH:3][CH:2]=1)[C:8](=[O:17])[CH2:9]2 |f:1.2,3.4|. Procedure: A suspension of 1-phenyl-1H-indole-2,3-dione (1.908 g, 11.83 mmol) in ethylene glycol (30 mL) is treated with powdered potassium hydroxide (1.92 g, 112 mmol), hydrazine hydrate (16.35 mL) and water (4 mL) as described hereinabove. The crude product is purified by flash chromatography eluting with dichloromethane. Product containing fractions are combined, concentrated and the residue is triturated with pentane to afford 5-methyl-1-phenyl-1H-indol-2-one as an off-white solid. MS 224 (M+1)